This data is from the Open Reaction Database (ORD), a public repository of structured organic reaction records. The task is: describe an organic reaction: reactants, conditions, products, and yield Starting materials: COC(=O)CBr, COc1ccc(-n2nc(C(F)(F)F)c3c2C(=O)NCC3)cc1, CN(C)C=O, [H-], [Na+]. The product is COC(=O)CN1CCc2c(C(F)(F)F)nn(-c3ccc(OC)cc3)c2C1=O. RXN SMILES: [Br:25][CH2:26][C:27](=[O:28])[O:29][CH3:30].[CH3:1][O:2][c:3]1[cH:4][cH:5][c:6](-[n:9]2[n:10][c:11]([C:19]([F:20])([F:21])[F:22])[c:12]3[c:13]2[C:14](=[O:18])[NH:15][CH2:16][CH2:17]3)[cH:7][cH:8]1.[CH3:31][N:32]([CH3:33])[CH:34]=[O:35].[H-:23].[Na+:24]>>[CH3:1][O:2][c:3]1[cH:4][cH:5][c:6](-[n:9]2[n:10][c:11]([C:19]([F:20])([F:21])[F:22])[c:12]3[c:13]2[C:14](=[O:18])[N:15]([CH2:26][C:27](=[O:28])[O:29][CH3:30])[CH2:16][CH2:17]3)[cH:7][cH:8]1.